This data is from the Open Reaction Database (ORD), a public repository of structured organic reaction records. The task is: describe an organic reaction: reactants, conditions, products, and yield The reactants are CC(C)=O, COC(=O)CC(=O)Cl, CC1CC(=O)NN=C1c1ccc(N)cc1. The product is COC(=O)CC(=O)Nc1ccc(C2=NNC(=O)CC2C)cc1. Reaction SMILES: [CH3:24][C:25](=[O:26])[CH3:27].[Cl:16][C:17](=[O:18])[CH2:19][C:20](=[O:21])[O:22][CH3:23].[NH2:1][c:2]1[cH:3][cH:4][c:5]([C:8]2=[N:13][NH:12][C:11](=[O:14])[CH2:10][CH:9]2[CH3:15])[cH:6][cH:7]1>>[NH:1]([c:2]1[cH:3][cH:4][c:5]([C:8]2=[N:13][NH:12][C:11](=[O:14])[CH2:10][CH:9]2[CH3:15])[cH:6][cH:7]1)[C:17](=[O:18])[CH2:19][C:20](=[O:21])[O:22][CH3:23]. The reactants are COC(=O)C(=O)c1ccc(OCOc2ccccc2)cc1, CCCCCC, CO, [Na+], [OH-], O, c1ccccc1. Yields the product O=C(O)C(=O)c1ccc(OCOc2ccccc2)cc1. As a reaction SMILES: [CH3:1][O:2][C:3]([C:4]([c:5]1[cH:6][cH:7][c:8]([O:11][CH2:12][O:13][c:14]2[cH:15][cH:16][cH:17][cH:18][cH:19]2)[cH:9][cH:10]1)=[O:20])=[O:21].[CH3:22][CH2:23][CH2:24][CH2:25][CH2:26][CH3:27].[CH3:35][OH:36].[Na+:38].[OH-:37].[OH2:34].[cH:28]1[cH:29][cH:30][cH:31][cH:32][cH:33]1>>[O:2]=[C:3]([C:4]([c:5]1[cH:6][cH:7][c:8]([O:11][CH2:12][O:13][c:14]2[cH:15][cH:16][cH:17][cH:18][cH:19]2)[cH:9][cH:10]1)=[O:20])[OH:21]. The reactants are ClC1=NN2C(C(=CC=C2)NC(C)C2=C(C=CC=C2)N(S(=O)(=O)C)C)=N1 (N-{2-[1-(2-chloro-[1,2,4]triazolo[1,5-a]pyridin-8-ylamino)-ethyl]-phenyl}-N-methyl-methanesulfonamide), CN1CCN(CC1)C1=CC=C(C=C1)N (4-(4-methyl-piperazin-1-yl)-phenylamine), C1(CCCCC1)P(C1=C(C=CC=C1)C1=C(C=CC=C1)P(C1CCCCC1)C1CCCCC1)C1CCCCC1 (2,2′-bis-dicyclohexylphosphanyl-biphenyl). Yields the product CN(S(=O)(=O)C)C1=C(C=CC=C1)C(C)NC=1C=2N(C=CC1)N=C(N2)NC2=CC=C(C=C2)N2CCN(CC2)C (N-Methyl-N-[2-(1-{2-[4-(4-methyl-piperazin-1-yl)-phenylamino]-[1,2,4]triazolo[1,5-a]pyridin-8-ylamino}-ethyl)-phenyl]-methanesulfonamide), solid. The yield is 8.0%. RXN SMILES: Cl[C:2]1[N:25]=[C:5]2[C:6]([NH:10][CH:11]([C:13]3[CH:18]=[CH:17][CH:16]=[CH:15][C:14]=3[N:19]([CH3:24])[S:20]([CH3:23])(=[O:22])=[O:21])[CH3:12])=[CH:7][CH:8]=[CH:9][N:4]2[N:3]=1.[CH3:26][N:27]1[CH2:32][CH2:31][N:30]([C:33]2[CH:38]=[CH:37][C:36]([NH2:39])=[CH:35][CH:34]=2)[CH2:29][CH2:28]1.C1(P(C2CCCCC2)C2C=CC=CC=2C2C=CC=CC=2P(C2CCCCC2)C2CCCCC2)CCCCC1>>[CH3:24][N:19]([C:14]1[CH:15]=[CH:16][CH:17]=[CH:18][C:13]=1[CH:11]([NH:10][C:6]1[C:5]2[N:4]([N:3]=[C:2]([NH:39][C:36]3[CH:35]=[CH:34][C:33]([N:30]4[CH2:29][CH2:28][N:27]([CH3:26])[CH2:32][CH2:31]4)=[CH:38][CH:37]=3)[N:25]=2)[CH:9]=[CH:8][CH:7]=1)[CH3:12])[S:20]([CH3:23])(=[O:22])=[O:21]. Procedure details: 197 h) N-Methyl-N-[2-(1-{2-[4-(4-methyl-piperazin-1-yl)-phenylamino]-[1,2,4]triazolo[1,5-a]pyridin-8-ylamino}-ethyl)-phenyl]-methanesulfonamide was prepared from N-{2-[1-(2-chloro-[1,2,4]triazolo[1,5-a]pyridin-8-ylamino)-ethyl]-phenyl}-N-methyl-methanesulfonamide (75.0 mg, 0.197 mmol) and 4-(4-methyl-piperazin-1-yl)-phenylamine (42.0 mg, 0.220 mmol) with 2,2′-bis-dicyclohexylphosphanyl-biphenyl (18.0 mg, 0.0329 mmol) as the ligand in a manner analogous to Example 2d. Product isolated as a pale y... Starting materials: OCC1CC(c2ccc(Br)cn2)=NO1, O=C([O-])[O-], CC(=O)NCC1CN(c2ccc(B3OC(C)(C)C(C)(C)O3)c(F)c2)C(=O)O1, [K+], [K+], CN(C)C=O, O, c1ccc([PH](c2ccccc2)(c2ccccc2)[Pd-4]([PH](c2ccccc2)(c2ccccc2)c2ccccc2)([PH](c2ccccc2)(c2ccccc2)c2ccccc2)[PH](c2ccccc2)(c2ccccc2)c2ccccc2)cc1. The product is CC(=O)NCC1CN(c2ccc(-c3ccc(C4=NOC(CO)C4)nc3)c(F)c2)C(=O)O1. Reaction SMILES: [Br:1][c:2]1[cH:3][cH:4][c:5]([C:8]2=[N:9][O:10][CH:11]([CH2:13][OH:14])[CH2:12]2)[n:6][cH:7]1.[C:15](=[O:16])([O-:17])[O-:18].[F:21][c:22]1[cH:23][c:24]([N:37]2[C:38](=[O:47])[O:39][CH:40]([CH2:42][NH:43][C:44]([CH3:45])=[O:46])[CH2:41]2)[cH:25][cH:26][c:27]1[B:28]1[O:29][C:30]([CH3:31])([CH3:32])[C:33]([CH3:34])([CH3:35])[O:36]1.[K+:19].[K+:20].[O:48]=[CH:49][N:50]([CH3:51])[CH3:52].[OH2:53].[c:54]1([PH:55]([Pd-4:56]([PH:57]([c:58]2[cH:59][cH:60][cH:61][cH:62][cH:63]2)([c:64]2[cH:65][cH:66][cH:67][cH:68][cH:69]2)[c:70]2[cH:71][cH:72][cH:73][cH:74][cH:75]2)([PH:76]([c:77]2[cH:78][cH:79][cH:80][cH:81][cH:82]2)([c:83]2[cH:84][cH:85][cH:86][cH:87][cH:88]2)[c:89]2[cH:90][cH:91][cH:92][cH:93][cH:94]2)[PH:95]([c:96]2[cH:97][cH:98][cH:99][cH:100][cH:101]2)([c:102]2[cH:103][cH:104][cH:105][cH:106][cH:107]2)[c:108]2[cH:109][cH:110][cH:111][cH:112][cH:113]2)([c:114]2[cH:115][cH:116][cH:117][cH:118][cH:119]2)[c:120]2[cH:121][cH:122][cH:123][cH:124][cH:125]2)[cH:126][cH:127][cH:128][cH:129][cH:130]1>>[c:2]1(-[c:27]2[c:22]([F:21])[cH:23][c:24]([N:37]3[C:38](=[O:47])[O:39][CH:40]([CH2:42][NH:43][C:44]([CH3:45])=[O:46])[CH2:41]3)[cH:25][cH:26]2)[cH:3][cH:4][c:5]([C:8]2=[N:9][O:10][CH:11]([CH2:13][OH:14])[CH2:12]2)[n:6][cH:7]1. Reactants: Nc1cc(C2CC2)n[nH]1, CCN(C(C)C)C(C)C, Cc1cc(Cl)nc(Cl)n1, [I-], [Na+], CN(C)C=O. The product is Cc1cc(Nc2cc(C3CC3)n[nH]2)nc(Cl)n1. As a reaction SMILES: [CH:10]1([c:13]2[n:14][nH:15][c:16]([NH2:18])[cH:17]2)[CH2:11][CH2:12]1.[CH:21]([N:22]([CH2:23][CH3:24])[CH:25]([CH3:26])[CH3:27])([CH3:28])[CH3:29].[Cl:1][c:2]1[n:3][c:4]([CH3:9])[cH:5][c:6]([Cl:8])[n:7]1.[I-:19].[Na+:20].[O:30]=[CH:31][N:32]([CH3:33])[CH3:34]>>[Cl:1][c:2]1[n:3][c:4]([CH3:9])[cH:5][c:6]([NH:18][c:16]2[nH:15][n:14][c:13]([CH:10]3[CH2:11][CH2:12]3)[cH:17]2)[n:7]1.